This data is from the Open Reaction Database (ORD), a public repository of structured organic reaction records. The task is: describe an organic reaction: reactants, conditions, products, and yield Starting materials: Cl (HCl), BrC1=C(C(=CC=C1)C)O (2-bromo-6-methylphenol), C(=O)([O-])[O-].[K+].[K+] (K2CO3), C(#N)C=1C=C(C=CC1F)S(=O)(=O)NC1=NC=NS1 (3-cyano-4-fluoro-N-(1,2,4-thiadiazol-5-yl)benzenesulfonamide). Solvent: CN(C)C=O (DMF). Product: C(#N)C=1C=C(C=CC1OC1=C(C=CC=C1C)Br)S(=O)(=O)NC1=NC=NS1 (3-cyano-4-(2-bromo-6-methyl-phenoxy)-N-[1,2,4]thiadiazol-5-yl-benzenesulfonamide). Conditions: temperature 80 celsius, time 8 hour. Reported procedure: To a solution of 2-bromo-6-methylphenol (6.0 mmol, 1120 mg) and K2CO3 (10.5 mmol, 1450 mg) in DMF (15.0 mL) was added 3-cyano-4-fluoro-N-(1,2,4-thiadiazol-5-yl)benzenesulfonamide (Preparation 65, 4.5 mmol, 1280 mg). The reaction mixture was heated at 80° C. After stirring for overnight at 80° C., the reaction was cooled to room temperature and poured into 1 N aqueous HCl (100 mL) to precipitate which was filtered to obtain solid. The solid was washed with water (100 mL) and heptane (100 mL) and ... Reaction SMILES: [Br:1][C:2]1[CH:7]=[CH:6][CH:5]=[C:4]([CH3:8])[C:3]=1[OH:9].C([O-])([O-])=O.[K+].[K+].[C:16]([C:18]1[CH:19]=[C:20]([S:25]([NH:28][C:29]2[S:33][N:32]=[CH:31][N:30]=2)(=[O:27])=[O:26])[CH:21]=[CH:22][C:23]=1F)#[N:17].Cl>CN(C=O)C>[C:16]([C:18]1[CH:19]=[C:20]([S:25]([NH:28][C:29]2[S:33][N:32]=[CH:31][N:30]=2)(=[O:27])=[O:26])[CH:21]=[CH:22][C:23]=1[O:9][C:3]1[C:4]([CH3:8])=[CH:5][CH:6]=[CH:7][C:2]=1[Br:1])#[N:17] |f:1.2.3|.